describe an organic reaction: reactants, conditions, products, and yield From a dataset of the Open Reaction Database (ORD), a public repository of structured organic reaction records. Reactants: FC(C(C(=O)O)CCCC)(F)F (2-Trifluoromethylhexanoic acid), C(C(=O)Cl)(=O)Cl (oxalyl chloride). The product is FC(C(C(=O)Cl)CCCC)(F)F (2-trifluoromethylhexanoyl chloride). Yield: 89.7%. RXN SMILES: [F:1][C:2]([F:12])([F:11])[CH:3]([CH2:7][CH2:8][CH2:9][CH3:10])[C:4](O)=[O:5].C(Cl)(=O)C([Cl:16])=O>>[F:1][C:2]([F:12])([F:11])[CH:3]([CH2:7][CH2:8][CH2:9][CH3:10])[C:4]([Cl:16])=[O:5]. Procedure details: 2-Trifluoromethylhexanoic acid (2.3 g.) was added dropwise to 10 g. oxalyl chloride (10 g.) and the mixture heated to reflux for 2 hours. Distillation of the reaction mixture after this time yielded 2-trifluoromethylhexanoyl chloride (2.27 g.; 90%), b.p. 67°-70°/43 mmHg. Reaction SMILES: [Cl:1][C:2]1[CH:3]=[CH:4][C:5]2[N:11]([C:12](=[O:29])[C:13]3[CH:18]=[CH:17][C:16]([NH:19][C:20](=[O:28])[C:21]4[CH:26]=[CH:25][CH:24]=[CH:23][C:22]=4[CH3:27])=[N:15][CH:14]=3)[CH2:10][CH2:9][CH2:8][CH:7]([O:30][CH2:31][CH2:32]N)[C:6]=2[CH:34]=1.C=O.[C:37]([BH3-])#[N:38].[Na+].[C:41](=O)([O-])[O-].[K+].[K+]>CO.C(O)(=O)C>[Cl:1][C:2]1[CH:3]=[CH:4][C:5]2[N:11]([C:12](=[O:29])[C:13]3[CH:18]=[CH:17][C:16]([NH:19][C:20](=[O:28])[C:21]4[CH:26]=[CH:25][CH:24]=[CH:23][C:22]=4[CH3:27])=[N:15][CH:14]=3)[CH2:10][CH2:9][CH2:8][CH:7]([O:30][CH2:31][CH2:32][N:38]([CH3:37])[CH3:41])[C:6]=2[CH:34]=1 |f:2.3,4.5.6|. Reaction conditions: time 3 hour. The product is ClC=1C=CC2=C(C(CCCN2C(C2=CN=C(C=C2)NC(C2=C(C=CC=C2)C)=O)=O)OCCN(C)C)C1 (7-chloro-5-(2-dimethylaminoethoxy)-1-[6-(2-methylbenzoylamino)nicotinoyl]-2,3,4,5-tetrahydro-1H-benzazepine). The solvent is CO (methanol), C(C)(=O)O (acetic acid). Reported procedure: To a solution of 7-chloro-5-(2-aminoethoxy)-1-[6-(2-methylbenzoylamino)nicotinoyl]-2,3,4,5-tetrahydro-1H-benzazepine (0.16 g) in methanol (3 ml) are added 37% formaldhyde (0.3 ml) and sodium cyanoborohydride (0.06 g), and further thereto is added with stirring acetic acid (0.25 ml) at 10° C. The mixture is stirred at room temperature for 3 hours, and poured into ice-water. The mixture is made basic with potassium carbonate, and extracted with dichloromethane. The extract is washed with water, dr... The reactants are ClC=1C=CC2=C(C(CCCN2C(C2=CN=C(C=C2)NC(C2=C(C=CC=C2)C)=O)=O)OCCN)C1 (7-chloro-5-(2-aminoethoxy)-1-[6-(2-methylbenzoylamino)nicotinoyl]-2,3,4,5-tetrahydro-1H-benzazepine), C=O (formaldhyde), C(#N)[BH3-].[Na+] (sodium cyanoborohydride), ice water, C([O-])([O-])=O.[K+].[K+] (potassium carbonate). Reactants: CC1(COB(OC1)C1=CC2=C(C=3N=C(SC3CCO2)C=2N(N=CN2)C(C)C)C=C1)C (8-(5,5-Dimethyl-[1,3,2]dioxaborinan-2-yl)-2-(2-isopropyl-2H-[1,2,4]triazol-3-yl)-4,5-dihydro-6-oxa-3-thia-1-aza-benzo[e]azulene), C(C)(C)(C)OC(=O)N1CCC(CC1)=O (4-oxo-piperidine-1-carboxylic acid tert-butyl ester), [Cl-].C(C)(C)C1=C(C(=CC=C1)C(C)C)[N+]1=CN(C=C1)C1=C(C=CC=C1C(C)C)C(C)C (1,3-bis(2,6-diisopropylphenyl)imidazolium chloride), [F-].[Cs+] (cesium fluoride). Reagents/catalysts: C1/C=C\CC/C=C\C1.C1/C=C\CC/C=C\C1.[Ni] (bis(1,5-cyclooctadiene)nickel(0)). Reaction conditions: temperature 80 celsius. Product: C(C)(C)(C)OC(=O)N1CCC(CC1)(C1=CC2=C(C=3N=C(SC3CCO2)C=2N(N=CN2)C(C)C)C=C1)O (4-hydroxy-4-[2-(2-isopropyl-2H-[1,2,4]triazol-3-yl)-4,5-dihydro-6-oxa-3-thia-1-aza-benzo[e]azulen-8-yl]-piperidine-1-carboxylic acid tert-butyl ester). Isolated yield 63.0%. Reaction SMILES: CC1(C)COB([C:8]2[CH:29]=[CH:28][C:11]3[C:12]4[N:13]=[C:14]([C:20]5[N:21]([CH:25]([CH3:27])[CH3:26])[N:22]=[CH:23][N:24]=5)[S:15][C:16]=4[CH2:17][CH2:18][O:19][C:10]=3[CH:9]=2)OC1.[C:31]([O:35][C:36]([N:38]1[CH2:43][CH2:42][C:41](=[O:44])[CH2:40][CH2:39]1)=[O:37])([CH3:34])([CH3:33])[CH3:32].[Cl-].C(C1C=CC=C(C(C)C)C=1[N+]1C=CN(C2C(C(C)C)=CC=CC=2C(C)C)C=1)(C)C.[F-].[Cs+]>C1CC=CCCC=C1.C1CC=CCCC=C1.[Ni]>[C:31]([O:35][C:36]([N:38]1[CH2:43][CH2:42][C:41]([OH:44])([C:8]2[CH:29]=[CH:28][C:11]3[C:12]4[N:13]=[C:14]([C:20]5[N:21]([CH:25]([CH3:26])[CH3:27])[N:22]=[CH:23][N:24]=5)[S:15][C:16]=4[CH2:17][CH2:18][O:19][C:10]=3[CH:9]=2)[CH2:40][CH2:39]1)=[O:37])([CH3:34])([CH3:32])[CH3:33] |f:2.3,4.5,6.7.8|. Reported procedure: 8-(5,5-Dimethyl-[1,3,2]dioxaborinan-2-yl)-2-(2-isopropyl-2H-[1,2,4]triazol-3-yl)-4,5-dihydro-6-oxa-3-thia-1-aza-benzo[e]azulene (200 mg, 0.47 mmol), 4-oxo-piperidine-1-carboxylic acid tert-butyl ester (63 mg, 0.31 mmol), bis(1,5-cyclooctadiene)nickel(0) (17 mg, 0.063 mmol), 1,3-bis(2,6-diisopropylphenyl)imidazolium chloride (27 mg, 0.063 mmol) and cesium fluoride (81 mg, 0.53 mmol) were loaded into a reaction vial, which was then flushed with nitrogen. Dry toluene (3 mL) was then added and nitro... The reactants are Cl, CNCCC(c1ccccc1)c1cccc2cc[nH]c12, CNC(=O)CC(c1ccc2cc[nH]c2c1)c1ccccn1. Product: CNCCC(c1ccc2cc[nH]c2c1)c1ccccn1. Reaction SMILES: [ClH:1].[nH:23]1[c:24]2[c:25]([cH:26][cH:27][cH:28][c:29]2[CH:30]([c:31]2[cH:32][cH:33][cH:34][cH:35][cH:36]2)[CH2:37][CH2:38][NH:39][CH3:40])[cH:41][cH:42]1.[nH:2]1[cH:3][cH:4][c:5]2[cH:6][cH:7][c:8]([CH:11]([CH2:12][C:13](=[O:14])[NH:15][CH3:16])[c:17]3[n:18][cH:19][cH:20][cH:21][cH:22]3)[cH:9][c:10]12>>[nH:2]1[cH:3][cH:4][c:5]2[cH:6][cH:7][c:8]([CH:11]([CH2:12][CH2:13][NH:15][CH3:16])[c:17]3[n:18][cH:19][cH:20][cH:21][cH:22]3)[cH:9][c:10]12. As a reaction SMILES: [C:1](=[O:2])([O:3][CH2:4][CH3:5])[CH:6]([CH2:7][CH2:8][C:9](=[O:10])[O:11][CH2:12][CH3:13])[O:14][c:15]1[c:16]([CH3:21])[cH:17][cH:18][cH:19][cH:20]1.[C:30]([O:31][O:32][C:33](=[O:34])[c:35]1[cH:36][cH:37][cH:38][cH:39][cH:40]1)(=[O:41])[c:42]1[cH:43][cH:44][cH:45][cH:46][cH:47]1.[Cl:48][C:49]([Cl:50])([Cl:51])[Cl:52].[O:22]=[C:23]1[N:24]([Br:29])[C:25](=[O:26])[CH2:27][CH2:28]1>>[C:1](=[O:2])([O:3][CH2:4][CH3:5])[CH:6]([CH2:7][CH2:8][C:9](=[O:10])[O:11][CH2:12][CH3:13])[O:14][c:15]1[c:16]([CH2:21][Br:29])[cH:17][cH:18][cH:19][cH:20]1. Product: CCOC(=O)CCC(Oc1ccccc1CBr)C(=O)OCC. The reactants are CCOC(=O)CCC(Oc1ccccc1C)C(=O)OCC, O=C(OOC(=O)c1ccccc1)c1ccccc1, ClC(Cl)(Cl)Cl, O=C1CCC(=O)N1Br. The reactants are C(C)(C)(C)OC(=O)N1CCC(CC1)=O (1-t-Butoxycarbonyl-4-piperidone), N (ammonia), NC1=C(C(=O)C2=CC=CC=C2)C=CC=C1 (2-aminobenzophenone), S(O)(O)(=O)=O (sulfuric acid). Run in C(C)(=O)O (acetic acid). Yields the product C(C1=CC=CC=C1)N1CC=2C(=C3C(=NC2CC1)C=CC=C3)C3=CC=CC=C3 (2-benzyl-10-phenyl-1.2.3.4-tetrahydro-benzo[b][1,6]-naphthyridine). The yield is 145.7%. As a reaction SMILES: C(O[C:6]([N:8]1[CH2:13][CH2:12][C:11](=O)[CH2:10][CH2:9]1)=O)(C)(C)C.[NH2:15][C:16]1[CH:29]=[CH:28][CH:27]=[CH:26][C:17]=1[C:18]([C:20]1[CH:25]=[CH:24][CH:23]=[CH:22][CH:21]=1)=O.S(=O)(=O)(O)O.N>C(O)(=O)C>[CH2:6]([N:8]1[CH2:9][CH2:10][C:11]2[N:15]=[C:16]3[CH:29]=[CH:28][CH:27]=[CH:26][C:17]3=[C:18]([C:20]3[CH:25]=[CH:24][CH:23]=[CH:22][CH:21]=3)[C:12]=2[CH2:13]1)[C:16]1[CH:29]=[CH:28][CH:27]=[CH:26][CH:17]=1. Procedure: 1-t-Butoxycarbonyl-4-piperidone (1.93 g, 10.2 mmol) and 2-aminobenzophenone (2.01 g, 10.2 mmol) were suspended in acetic acid (10 ml), followed by adding thereto sulfuric acid (0.1 ml), and the reaction was carried out at 120° C. for 1 hour. The reaction mixture was poured into cold aqueous ammonia, and the crystals precipitated were washed with water and recrystallized from ethanol to obtain the desired compound (2.60 g, 7.43 mmol). The reactants are C(C1=CC=CC=C1)SC(C=NCC1=CC=CC=C1)(C)C (N-(2-benzylthio-2-methylpropylidene)benzylamine), Cl (hydrochloric acid), [Cl-].[NH4+] (ammonium chloride), BrC/C(/C(=O)OC)=C\C (methyl 2-bromomethylcrotonate). Reagents/catalysts: [Zn] (zinc). Run in C1CCOC1 (THF), C1CCOC1 (THF), C1CCOC1 (THF). Reaction conditions: time 8 hour. Product: C(C1=CC=CC=C1)N1C(C(CC1C(C)(C)SCC1=CC=CC=C1)=CC)=O (N-benzyl-4-(1-benzylthio-1-methylethyl)-2-ethylidene-4-butanelactam). Isolated yield 18.6%. Reaction SMILES: Cl.Br[CH2:3]/[C:4](=[CH:9]\[CH3:10])/[C:5](OC)=[O:6].[CH2:11]([S:18][C:19]([CH3:30])([CH3:29])[CH:20]=[N:21][CH2:22][C:23]1[CH:28]=[CH:27][CH:26]=[CH:25][CH:24]=1)[C:12]1[CH:17]=[CH:16][CH:15]=[CH:14][CH:13]=1.[Cl-].[NH4+]>C1COCC1.[Zn]>[CH2:22]([N:21]1[CH:20]([C:19]([S:18][CH2:11][C:12]2[CH:13]=[CH:14][CH:15]=[CH:16][CH:17]=2)([CH3:30])[CH3:29])[CH2:3][C:4](=[CH:9][CH3:10])[C:5]1=[O:6])[C:23]1[CH:28]=[CH:27][CH:26]=[CH:25][CH:24]=1 |f:3.4|. Procedure: To a stirred suspension of zinc dust (0.53 g) activated with hydrochloric acid in THF (20 ml), methyl 2-bromomethylcrotonate (1.50 g) dissolved in THF (10 ml) and N-(2-benzylthio-2-methylpropylidene)benzylamine (2.00 g) dissolved in THF (10 ml) were added dropwise in the order named at about 30° C. under nitrogen atmosphere and ultrasonic irradiation. The mixture was stirred overnight at room temperature. To the mixture saturated aqueous ammonium chloride solution was added. The mixture was filt...